This data is from the Open Reaction Database (ORD), a public repository of structured organic reaction records. The task is: describe an organic reaction: reactants, conditions, products, and yield Reactants: C(#N)C1=CC=C(C=O)C=C1 (4-Cyanobenzaldehyde), COC=1C=C(CC#N)C=CC1OC (3,4-dimethoxybenzyl cyanide). Product: C(#N)\C(=C/C1=CC=C(C#N)C=C1)\C1=CC(=C(C=C1)OC)OC (4-[(Z)-2-cyano-2-(3,4-dimethoxy-phenyl)-vinyl]-benzonitrile). Isolated yield 112.9%. RXN SMILES: [C:1]([C:3]1[CH:10]=[CH:9][C:6]([CH:7]=O)=[CH:5][CH:4]=1)#[N:2].[CH3:11][O:12][C:13]1[CH:14]=[C:15]([CH:19]=[CH:20][C:21]=1[O:22][CH3:23])[CH2:16][C:17]#[N:18]>>[C:17](/[C:16](/[C:15]1[CH:19]=[CH:20][C:21]([O:22][CH3:23])=[C:13]([O:12][CH3:11])[CH:14]=1)=[CH:7]\[C:6]1[CH:9]=[CH:10][C:3]([C:1]#[N:2])=[CH:4][CH:5]=1)#[N:18]. Procedure: 4-Cyanobenzaldehyde (1.97 g) and 3,4-dimethoxybenzyl cyanide (1.80 g) were subjected to condensation in accordance with process A of (production process 2), to thereby produce the target product (3.33 g, yield: 77%). Reactants: ClCCN1C(C=2C=CC=CC2C2=C1N(N=C2)C2=CC=CC=C2)=O (4-(2-Chloroethyl)-3-phenyl-3H-pyrazolo[3,4-c]isoquinoline-5(4H)-one), C(C)NCC (diethylamine). Run in CN(C=O)C (dimethylformamide). Yields the product Cl.C(C)N(CCN1C(C=2C=CC=CC2C2=C1N(N=C2)C2=CC=CC=C2)=O)CC (4-[2-(Diethylamino)ethyl]-3-phenyl-3H-pyrazolo[3,4-c]isoquinoline-5(4H)-one hydrochloride). As a reaction SMILES: [Cl:1][CH2:2][CH2:3][N:4]1[C:13]2[N:14]([C:17]3[CH:22]=[CH:21][CH:20]=[CH:19][CH:18]=3)[N:15]=[CH:16][C:12]=2[C:11]2[CH:10]=[CH:9][CH:8]=[CH:7][C:6]=2[C:5]1=[O:23].[CH2:24]([NH:26][CH2:27][CH3:28])[CH3:25]>CN(C)C=O>[ClH:1].[CH2:24]([N:26]([CH2:27][CH3:28])[CH2:2][CH2:3][N:4]1[C:13]2[N:14]([C:17]3[CH:22]=[CH:21][CH:20]=[CH:19][CH:18]=3)[N:15]=[CH:16][C:12]=2[C:11]2[CH:10]=[CH:9][CH:8]=[CH:7][C:6]=2[C:5]1=[O:23])[CH3:25] |f:3.4|. Procedure details: Four grams (0.0123 mole) of the compound of Example 27, 3.81 ml (0.0369 mole) of diethylamine and 80 ml of dimethylformamide were heated at 80° C. for 6 hours. After evaporating the solvent, the reaction mass was taken up with chloroform, and the obtained organic solution was first washed with a saturated aqueous solution of sodium carbonate and then with water (twice). After drying over sodium sulfate, the chloroform was evaporated off and the obtained residue was passed through a silica-gel co...